The task is: describe an organic reaction: reactants, conditions, products, and yield. This data is from the Open Reaction Database (ORD), a public repository of structured organic reaction records. Starting materials: C(C1=CC=CC=C1)(=O)OC1=C2CCC(C2=CC=C1)NC(=O)NCCF (1-({[(2-fluoroethyl)amino]carbonyl} amino)-2,3-dihydro-1H-inden-4-yl benzoate), [OH-].[Li+] (lithium hydroxide). The solvent is CO (MeOH). Product: FCCNC(=O)NC1CCC2=C(C=CC=C12)O (N-(2-fluoroethyl)-N′-(4-hydroxy-2,3-dihydro-1H-inden-1-yl)urea). RXN SMILES: C([O:9][C:10]1[CH:18]=[CH:17][CH:16]=[C:15]2[C:11]=1[CH2:12][CH2:13][CH:14]2[NH:19][C:20]([NH:22][CH2:23][CH2:24][F:25])=[O:21])(=O)C1C=CC=CC=1.[OH-].[Li+]>CO>[F:25][CH2:24][CH2:23][NH:22][C:20]([NH:19][CH:14]1[C:15]2[C:11](=[C:10]([OH:9])[CH:18]=[CH:17][CH:16]=2)[CH2:12][CH2:13]1)=[O:21] |f:1.2|. Procedure details: 1-({[(2-fluoroethyl)amino]carbonyl} amino)-2,3-dihydro-1H-inden-4-yl benzoate (reported earlier, 230 mg, 0.67 mmol) was dissolved in MeOH (20 mL) and lithium hydroxide (900.00 mg, 37.58 mmol) was added. The resulting reaction mixture was refluxed for 4 hours and then cooled to room temperature. Concentration followed by the addition of HCl (10%, 10.00 mL) gave a precipitate. The solid was then washed with water, ether and then vacuum-dried to afford the desired title compound. Spectroscopic data...